This data is from the Open Reaction Database (ORD), a public repository of structured organic reaction records. The task is: describe an organic reaction: reactants, conditions, products, and yield Starting materials: CCN(C(C)C)C(C)C (DIPEA), ClCC(=O)Cl (chloroacetylchloride), ClCC(=O)NC=1C=C2C(=NC=NC2=CC1OCCOCCF)NC1=C(C=C(C(=C1)Cl)Cl)F (2-Chloro-N-{4-(4,5-Dichloro-2-fluoro-phenylamino) -7-[2-(2-fluoro-ethoxy)-ethoxy]-quinazoline-6-yl}-acetamide), ClC1=CC(=C(C=C1Cl)NC1=NC=NC2=CC(=C(C=C12)N)OCCOCCOCCOCCOCCOCCF)F (N4-(4,5-Dichloro-2-fluoro-phenyl)-7-{2-[2-(2-{2-[2-(2-fluoro-ethoxy)-ethoxy]-ethoxy}-ethoxy)-ethoxy]-ethoxy}-quinazoline-4,6-diamine). Solvent: C1CCOC1 (THF). Product: ClCC(=O)NC=1C=C2C(=NC=NC2=CC1OCCOCCOCCOCCOCCOCCF)NC1=C(C=C(C(=C1)Cl)Cl)F (2-Chloro-N-(4-(4,5-Dichloro-2-fluoro-phenylamino)-7-{2-[2-(2-{2-[2-(2-fluoro-ethoxy)-ethoxy]-ethoxy}-ethoxy)-ethoxy]-ethoxy}-quinazoline-6-yl)-acetamide), product. Yield: 21.0%. As a reaction SMILES: [Cl:1][CH2:2][C:3]([NH:5][C:6]1[CH:7]=[C:8]2[C:13](=[CH:14][C:15]=1[O:16][CH2:17][CH2:18][O:19]CCF)[N:12]=[CH:11][N:10]=[C:9]2[NH:23][C:24]1[CH:29]=[C:28]([Cl:30])[C:27]([Cl:31])=[CH:26][C:25]=1[F:32])=[O:4].ClC1C(Cl)=CC(NC2C3C(=CC(OCCO[CH2:57][CH2:58][O:59][CH2:60][CH2:61][O:62][CH2:63][CH2:64][O:65][CH2:66][CH2:67][O:68][CH2:69][CH2:70][F:71])=C(N)C=3)N=CN=2)=C(F)C=1.CCN(C(C)C)C(C)C.ClCC(Cl)=O>C1COCC1>[Cl:1][CH2:2][C:3]([NH:5][C:6]1[CH:7]=[C:8]2[C:13](=[CH:14][C:15]=1[O:16][CH2:17][CH2:18][O:19][CH2:57][CH2:58][O:59][CH2:60][CH2:61][O:62][CH2:63][CH2:64][O:65][CH2:66][CH2:67][O:68][CH2:69][CH2:70][F:71])[N:12]=[CH:11][N:10]=[C:9]2[NH:23][C:24]1[CH:29]=[C:28]([Cl:30])[C:27]([Cl:31])=[CH:26][C:25]=1[F:32])=[O:4]. Procedure details: Compound 1c was prepared as described hereinabove for Compound 1a, using Compound 38c (0.13 gram, 0.21 mmol), DIPEA (0.43 mmol, 75.1 μl) and chloroacetylchloride (0.43 mmol, 34.3 μl in THF (18 ml), yielding 0.03 gram of the product (21% yield). Starting materials: ClC1=C(C=CC=C1Cl)CC#N (2,3-dichlorophenylacetonitrile), ice, [H-].[Al+3].[Li+].[H-].[H-].[H-] (lithium aluminium hydride), [Cl-].[Cl-].[Cl-].[Al+3] (aluminium trichloride). Run in C(C)OCC (diethyl ether). Run at time 2.5 hour. The product is N (ammonia), ClC1=C(C=CC=C1Cl)CCN (2-(2,3-Dichloro-phenyl)-ethylamine). As a reaction SMILES: [Cl:1][C:2]1[C:7]([Cl:8])=[CH:6][CH:5]=[CH:4][C:3]=1[CH2:9][C:10]#[N:11].[H-].[Al+3].[Li+].[H-].[H-].[H-].[Cl-].[Cl-].[Cl-].[Al+3]>C(OCC)C>[NH3:11].[Cl:1][C:2]1[C:7]([Cl:8])=[CH:6][CH:5]=[CH:4][C:3]=1[CH2:9][CH2:10][NH2:11] |f:1.2.3.4.5.6,7.8.9.10|. Reported procedure: A solution of 2,3-dichlorophenylacetonitrile (0.5 g, 2.7 mmol) in diethyl ether (5 mL) was added to an ice-cold solution of lithium aluminium hydride (1M in diethyl ether, 2.7 mL, 2.7 mmol) and aluminium trichloride (359 mg, 2.7 mmol). The mixture was stirred at room temperature 2.5 hours and was then quenched with 1M sodium hydroxide solution (5 mL). The mixture was stirred for a further 30 minutes and filtered through Celite®. The layers of the filtrate were separated and the organic solution ... Reactants: C1(=CC=CC=C1)C(CC(=O)OCC)C1CCN(CC1)OC(=O)C(C)(C)C (ethyl 3-phenyl-3-(1-tert-butylcarbonyloxypiperidin-4-yl)propionoate), [H-].[Al+3].[Li+].[H-].[H-].[H-] (lithium aluminium hydride), [OH-].[Na+] (sodium hydroxide). Solvent: C1CCOC1 (THF). Run at temperature 0 celsius, time 1 hour. The product is C1(=CC=CC=C1)C(CC=O)C1CCN(CC1)OC(=O)C(C)(C)C (3-Phenyl-3-(1-tert-butylcarbonyloxypiperidin-4-yl)propionaldehyde). Yield: 99.3%. Reaction SMILES: [C:1]1([CH:7]([CH:14]2[CH2:19][CH2:18][N:17]([O:20][C:21]([C:23]([CH3:26])([CH3:25])[CH3:24])=[O:22])[CH2:16][CH2:15]2)[CH2:8][C:9](OCC)=[O:10])[CH:6]=[CH:5][CH:4]=[CH:3][CH:2]=1.[H-].[Al+3].[Li+].[H-].[H-].[H-].[OH-].[Na+]>C1COCC1>[C:1]1([CH:7]([CH:14]2[CH2:19][CH2:18][N:17]([O:20][C:21]([C:23]([CH3:26])([CH3:25])[CH3:24])=[O:22])[CH2:16][CH2:15]2)[CH2:8][CH:9]=[O:10])[CH:6]=[CH:5][CH:4]=[CH:3][CH:2]=1 |f:1.2.3.4.5.6,7.8|. Reported procedure: To a solution of ethyl 3-phenyl-3-(1-tert-butylcarbonyloxypiperidin-4-yl)propionoate (5.3 g, 14.6 mmol) in THF (100 mL) was added lithium aluminium hydride (14.6 mL, 1M, 14.6 mmol) dropwise over 20 min. The resulting mixture was stirred at 0° C. for 1 h. 2M aqueous sodium hydroxide (20 mL) was added dropwise. The mixture was filtered through Celite®, washing with ethyl acetate (3×25 mL). The filtrate and washings were combined and evaporated. The residue was dissolved in ethyl acetate (100 mL) a... The reactants are ClC1=NC(=C2N=C(N(C2=N1)C)CC=O)N1CCOCC1 ((2-chloro-9-methyl-6-morpholin-4-yl-9H-purin-8-yl)acetaldehyde), O1CCC(CC1)N1CCNCC1 (1-(tetrahydropyran-4-yl)piperazine), C(C)(=O)O[BH-](OC(C)=O)OC(C)=O.[Na+] (sodium triacetoxyborohydride). Run in ClCCCl (DCE). Conditions: time 17 hour. Product: ClC1=NC(=C2N=C(N(C2=N1)C)CCN1CCN(CC1)C1CCOCC1)N1CCOCC1 (2-Chloro-9-methyl-6-morpholin-4-yl-8-{2-[4-(tetrahydropyran-4-yl)piperazin-1-yl]ethyl}-9H-purine). Yield: 34.3%. Reaction SMILES: [Cl:1][C:2]1[N:10]=[C:9]2[C:5]([N:6]=[C:7]([CH2:12][CH:13]=O)[N:8]2[CH3:11])=[C:4]([N:15]2[CH2:20][CH2:19][O:18][CH2:17][CH2:16]2)[N:3]=1.[O:21]1[CH2:26][CH2:25][CH:24]([N:27]2[CH2:32][CH2:31][NH:30][CH2:29][CH2:28]2)[CH2:23][CH2:22]1.C(O[BH-](OC(=O)C)OC(=O)C)(=O)C.[Na+]>ClCCCl>[Cl:1][C:2]1[N:10]=[C:9]2[C:5]([N:6]=[C:7]([CH2:12][CH2:13][N:30]3[CH2:29][CH2:28][N:27]([CH:24]4[CH2:25][CH2:26][O:21][CH2:22][CH2:23]4)[CH2:32][CH2:31]3)[N:8]2[CH3:11])=[C:4]([N:15]2[CH2:20][CH2:19][O:18][CH2:17][CH2:16]2)[N:3]=1 |f:2.3|. Procedure details: To a solution of (2-chloro-9-methyl-6-morpholin-4-yl-9H-purin-8-yl)acetaldehyde (72 mg, 0.24 mmol) in DCE (15 mL) was added 1-(tetrahydropyran-4-yl)piperazine (60 mg, 0.35 mmol), powdered 4 Å molecular sieves and sodium triacetoxyborohydride (103 mg, 0.49 mmol). The reaction mixture was stirred at room temperature for 17 h. The reaction mixture was loaded onto an Isolute® SCX-2 cartridge, the cartridge was washed with MeOH then the desired product eluted with 2 M NH3/MeOH in DCM. The resulting r... Reactants: O=C1NCC(Cc2ccccc2)O1, CO, [Na], c1ccccc1. Reaction SMILES: [CH2:2]([c:3]1[cH:4][cH:5][cH:6][cH:7][cH:8]1)[CH:9]1[CH2:10][NH:11][C:12](=[O:14])[O:13]1.[CH3:21][OH:22].[Na:1].[cH:15]1[cH:16][cH:17][cH:18][cH:19][cH:20]1>>[CH2:2]([c:3]1[cH:4][cH:5][cH:6][cH:7][cH:8]1)[CH:9]1[CH2:10][N:11]([CH2:21][c:15]2[cH:16][cH:17][cH:18][cH:19][cH:20]2)[C:12](=[O:14])[O:13]1. The product is O=C1OC(Cc2ccccc2)CN1Cc1ccccc1. Reactants: C(C)(=O)OC(C)=O (Acetic anhydride), N(CC(=O)O)(CC(=O)O)CC(=O)O (nitrilotriacetic acid), IC=1C=C(N)C=CC1C (3-iodo-4-methylaniline). Run in N1=CC=CC=C1 (pyridine), N1=CC=CC=C1 (pyridine). Reaction conditions: temperature 100 celsius, time 16 hour. The product is IC=1C=C(C=CC1C)NC(CN(CC(=O)O)CC(=O)O)=O (2,2'-[[2-[(3-Iodo-4-methylphenyl)amino]-2-oxoethyl]-imino]bisacetic acid). The yield is 56.4%. Reaction SMILES: [N:1]([CH2:10][C:11]([OH:13])=O)([CH2:6][C:7]([OH:9])=[O:8])[CH2:2][C:3]([OH:5])=[O:4].C(OC(=O)C)(=O)C.[I:21][C:22]1[CH:23]=[C:24]([CH:26]=[CH:27][C:28]=1[CH3:29])[NH2:25]>N1C=CC=CC=1>[I:21][C:22]1[CH:23]=[C:24]([NH:25][C:11](=[O:13])[CH2:10][N:1]([CH2:2][C:3]([OH:5])=[O:4])[CH2:6][C:7]([OH:9])=[O:8])[CH:26]=[CH:27][C:28]=1[CH3:29]. Procedure: A slurry of 4.78 g of nitrilotriacetic acid in 40 ml of dry pyridine (dried over molecular sieves) is heated to 60° C. Acetic anhydride (2.55 g) is added slowly and the solution is heated to 100° C. After heating for 0.5 hour, the solution is cooled to 40° C. and a solution of 5.8 g of 3-iodo-4-methylaniline in 20 ml of dry pyridine is added over 25 minutes. The solution is heated at 100° C. for 1.0 hour. The reaction is cooled and rotary evaporated to a residue which is dissolved in 65 ml of 10...